This data is from the Open Reaction Database (ORD), a public repository of structured organic reaction records. The task is: describe an organic reaction: reactants, conditions, products, and yield Starting materials: CCO, Cl, CCOC(=O)c1cn(-c2ccncc2F)c2cc(F)c(F)cc2c1=O, O. Yields the product O=C(O)c1cn(-c2ccncc2F)c2cc(F)c(F)cc2c1=O. RXN SMILES: [CH3:28][CH2:29][OH:30].[ClH:27].[F:1][c:2]1[cH:3][n:4][cH:5][cH:6][c:7]1-[n:8]1[cH:9][c:10]([C:21](=[O:22])[O:23][CH2:24][CH3:25])[c:11](=[O:20])[c:12]2[cH:13][c:14]([F:19])[c:15]([F:18])[cH:16][c:17]12.[OH2:26]>>[F:1][c:2]1[cH:3][n:4][cH:5][cH:6][c:7]1-[n:8]1[cH:9][c:10]([C:21](=[O:22])[OH:23])[c:11](=[O:20])[c:12]2[cH:13][c:14]([F:19])[c:15]([F:18])[cH:16][c:17]12. Reactants: [BH4-], CON=C(C)c1ccccc1C(F)(F)F, [Cl-], [Cl-], [Cl-], [Cl-], [NH4+], [Na+], C1CCOC1, [OH-], O, [Zr+4]. Yields the product CC(N)c1ccccc1C(F)(F)F. Reaction SMILES: [BH4-:1].[CH3:3][O:4][N:5]=[C:6]([CH3:7])[c:8]1[c:9]([C:14]([F:15])([F:16])[F:17])[cH:10][cH:11][cH:12][cH:13]1.[Cl-:26].[Cl-:27].[Cl-:28].[Cl-:29].[NH4+:19].[Na+:2].[O:21]1[CH2:22][CH2:23][CH2:24][CH2:25]1.[OH-:20].[OH2:18].[Zr+4:30]>>[NH2:5][CH:6]([CH3:7])[c:8]1[c:9]([C:14]([F:15])([F:16])[F:17])[cH:10][cH:11][cH:12][cH:13]1. Starting materials: C[O-].[Na+] (sodium methoxide), C(C)(=O)OC=1C=C(C(=O)NC2=CC=C(C=N2)C(=O)OC)C=C(C1)OCC1=C(C=CC=C1)C (Methyl 6-{[3-acetoxy-5-(2-methylbenzyloxy)benzoyl]amino}-3-pyridinecarboxylate), Cl (hydrochloric acid), C([O-])(O)=O.[Na+] (sodium bicarbonate). Solvent: C1CCOC1 (THF), O (water), C(C)(=O)OCC (ethyl acetate), C(C)(=O)O (acetic acid). Conditions: time 20 minute. Yields the product OC=1C=C(C(=O)NC2=CC=C(C=N2)C(=O)OC)C=C(C1)OCC1=C(C=CC=C1)C (methyl 6-{[3-hydroxy-5-(2-methylbenzyloxy)benzoyl]amino}-3-pyridinecarboxylate). The yield is 91.5%. Reaction SMILES: C([O:4][C:5]1[CH:6]=[C:7]([CH:21]=[C:22]([O:24][CH2:25][C:26]2[CH:31]=[CH:30][CH:29]=[CH:28][C:27]=2[CH3:32])[CH:23]=1)[C:8]([NH:10][C:11]1[N:16]=[CH:15][C:14]([C:17]([O:19][CH3:20])=[O:18])=[CH:13][CH:12]=1)=[O:9])(=O)C.C[O-].[Na+].Cl.C(=O)(O)[O-].[Na+]>C1COCC1.O.C(OCC)(=O)C.C(O)(=O)C>[OH:4][C:5]1[CH:6]=[C:7]([CH:21]=[C:22]([O:24][CH2:25][C:26]2[CH:31]=[CH:30][CH:29]=[CH:28][C:27]=2[CH3:32])[CH:23]=1)[C:8]([NH:10][C:11]1[N:16]=[CH:15][C:14]([C:17]([O:19][CH3:20])=[O:18])=[CH:13][CH:12]=1)=[O:9] |f:1.2,4.5|. Procedure details: Methyl 6-{[3-acetoxy-5-(2-methylbenzyloxy)benzoyl]amino}-3-pyridinecarboxylate (11.64 g, 26.8 mM) was dissolved in THF (150 ml) and sodium methoxide (25% in methanol) (11.6 ml, 53.6 mM) was added. The resulting yellow solution was stirred for 20 minutes at ambient temperature and was then added to dilute hydrochloric acid. The pH of the mixture was adjusted to pH=4 by the addition of sodium bicarbonate and acetic acid before ethyl acetate (50 ml) and water (25 ml) were added. This resulted in th... Reactants: C(C)OC(CSC1=CN=C(S1)NC(=O)N(CC1CCCC1)C1=C(C(=CC=C1)C)F)=O ({2-[3-(2-fluoro-3-methyl-phenyl)-3-cyclopentylmethyl-ureido]-thiazol-5-ylsulfanyl}-acetic acid ethyl ester), C(C)OC(CSC1=CN=C(S1)N)=O ((2-amino-thiazol-5-ylsulfanyl)acetic acid ethyl ester), C1(CCCC1)CN(C(NC=1SC=C(N1)CC(=O)O)=O)C1=CC=C(C=C1)S(=O)(=O)C ({2-[3-cyclopentylmethyl-3-(4-methanesulfonyl-phenyl)-ureido]-thiazol-4-yl}-acetic acid), C1(CCCC1)CNC1=C(C(=CC=C1)C)F (cyclopentylmethyl-(2-fluoro-3-methyl-phenyl)amine). Yields the product C1(CCCC1)N(C(N(C=1SC(=CN1)SCC(=O)O)C)=O)C1=C(C(=CC=C1)C)F ({2-[3-Cyclopentyl methyl-3-(2-fluoro-3-methyl-phenyl)-ureido]-thiazol-5-ylsulfanyl}-acetic acid). As a reaction SMILES: C([O:3][C:4](=[O:30])[CH2:5][S:6][C:7]1[S:11][C:10]([NH:12][C:13]([N:15]([C:22]2[CH:27]=[CH:26][CH:25]=[C:24]([CH3:28])[C:23]=2[F:29])CC2CCCC2)=[O:14])=[N:9][CH:8]=1)C.[CH:31]1(CN(C2C=CC(S(C)(=O)=O)=CC=2)C(=O)NC2SC=C(CC(O)=O)N=2)[CH2:35][CH2:34][CH2:33][CH2:32]1.[CH:60]1(CNC2C=CC=C(C)C=2F)CCCC1.C(OC(=O)CSC1SC(N)=NC=1)C>>[CH:31]1([N:15]([C:22]2[CH:27]=[CH:26][CH:25]=[C:24]([CH3:28])[C:23]=2[F:29])[C:13](=[O:14])[N:12]([CH3:60])[C:10]2[S:11][C:7]([S:6][CH2:5][C:4]([OH:3])=[O:30])=[CH:8][N:9]=2)[CH2:35][CH2:34][CH2:33][CH2:32]1. Reported procedure: The title compound was prepared via {2-[3-(2-fluoro-3-methyl-phenyl)-3-cyclopentylmethyl-ureido]-thiazol-5-ylsulfanyl}-acetic acid ethyl ester in a similar manner as described for the synthesis of {2-[3-cyclopentylmethyl-3-(4-methanesulfonyl-phenyl)-ureido]-thiazol-4-yl}-acetic acid, using cyclopentylmethyl-(2-fluoro-3-methyl-phenyl)amine and (2-amino-thiazol-5-ylsulfanyl)acetic acid ethyl ester Reactants: C(C)(C)(C)NS(=O)(=O)C1=C(C=CC=C1)B(O)O ((2-(N-(tert-butyl)sulfamoyl)phenyl)boronic acid), BrC1=CC(=C(C=C1)C(C)=O)F (1-(4-bromo-2-fluorophenyl)ethanone). The product is C(C)(=O)C1=C(C=C(C=C1)C=1C(=CC=CC1)S(=O)(=O)NC(C)(C)C)F (4′-Acetyl-N-tert-butyl-3′-fluorobiphenyl-2-sulfonamide). RXN SMILES: [C:1]([NH:5][S:6]([C:9]1[CH:14]=[CH:13][CH:12]=[CH:11][C:10]=1B(O)O)(=[O:8])=[O:7])([CH3:4])([CH3:3])[CH3:2].Br[C:19]1[CH:24]=[CH:23][C:22]([C:25](=[O:27])[CH3:26])=[C:21]([F:28])[CH:20]=1>>[C:25]([C:22]1[CH:23]=[CH:24][C:19]([C:10]2[C:9]([S:6]([NH:5][C:1]([CH3:4])([CH3:3])[CH3:2])(=[O:8])=[O:7])=[CH:14][CH:13]=[CH:12][CH:11]=2)=[CH:20][C:21]=1[F:28])(=[O:27])[CH3:26]. Reported procedure: The title compound was prepared using conditions analogous to those described in Example 1 using (2-(N-(tert-butyl)sulfamoyl)phenyl)boronic acid and 1-(4-bromo-2-fluorophenyl)ethanone. 1H NMR (500 MHz, CDCl3) δ 8.19 (dd, J=7.9, 1.3, 1H), 7.95 (m, 1H), 7.63-7.57 (m, 1H), 7.57-7.52 (m, 1H), 7.38-7.30 (m, 2H), 7.28 (dd, J=7.5, 1.3, 1H), 2.70 (d, J=4.9, 3H), 1.05 (m, 9H). Starting materials: CC(C)(C)N, Cc1cc(Oc2nc(Br)cs2)cc(C)c1N=C=S, C1CCOC1. The product is Cc1cc(Oc2nc(Br)cs2)cc(C)c1NC(=S)NC(C)(C)C. As a reaction SMILES: [CH3:19][C:20]([CH3:21])([CH3:22])[NH2:23].[CH3:1][c:2]1[c:3]([N:16]=[C:17]=[S:18])[c:4]([CH3:15])[cH:5][c:6]([O:8][c:9]2[s:10][cH:11][c:12]([Br:14])[n:13]2)[cH:7]1.[O:24]1[CH2:25][CH2:26][CH2:27][CH2:28]1>>[CH3:1][c:2]1[c:3]([NH:16][C:17](=[S:18])[NH:23][C:20]([CH3:19])([CH3:21])[CH3:22])[c:4]([CH3:15])[cH:5][c:6]([O:8][c:9]2[s:10][cH:11][c:12]([Br:14])[n:13]2)[cH:7]1.